Dataset: the Open Reaction Database (ORD), a public repository of structured organic reaction records. Task: describe an organic reaction: reactants, conditions, products, and yield The reactants are COC(=O)C1=C(N=C(S1)C)C1=CC=C(C=C1)C (2-Methyl-4-p-tolyl-thiazole-5-carboxylic acid methyl ester), [OH-].[K+] (KOH), O (water). The solvent is C(C)O (ethanol). The product is CC=1SC(=C(N1)C1=CC=C(C=C1)C)C(=O)O (2-methyl-4-p-tolyl-thiazole-5-carboxylic acid). RXN SMILES: C[O:2][C:3]([C:5]1[S:9][C:8]([CH3:10])=[N:7][C:6]=1[C:11]1[CH:16]=[CH:15][C:14]([CH3:17])=[CH:13][CH:12]=1)=[O:4].[OH-].[K+].O>C(O)C>[CH3:10][C:8]1[S:9][C:5]([C:3]([OH:4])=[O:2])=[C:6]([C:11]2[CH:12]=[CH:13][C:14]([CH3:17])=[CH:15][CH:16]=2)[N:7]=1 |f:1.2|. Procedure details: 2-Methyl-4-p-tolyl-thiazole-5-carboxylic acid methyl ester (2.67 mmol) and solid KOH (5.35 mmol) were dissolved in ethanol (1.04 mL) and water (0.26 mL) and heated under reflux for 3 hours. After cooling, the solvent was evaporated under reduced pressure and ice water was added to the residue, followed by washing with hexane. The aqueous layer was acidified with 1N aq. HCl and the crystals thus precipitated were collected by filtration, washed with water and then dried to provide 2-methyl-4-p-to... Reactants: C1(CC1)[Mg]Br (cyclopropylmagnesium bromide), C1(CC1)[Mg]Br (cyclopropylmagnesium bromide), CC1=CC=C(C=C1)C(C)=O (1-(4-methylphenyl)ethanone), ice water. Run in C1CCOC1 (THF), C1CCOC1 (THF), C(C)OCC (diethyl ether). Conditions: time 8 hour. Yields the product C1(CC1)C(C)(O)C1=CC=C(C=C1)C (1-Cyclopropyl-1-(4-methylphenyl)ethanol). Reaction SMILES: [CH:1]1([Mg]Br)[CH2:3][CH2:2]1.[CH3:6][C:7]1[CH:12]=[CH:11][C:10]([C:13](=[O:15])[CH3:14])=[CH:9][CH:8]=1>C1COCC1.C(OCC)C>[CH:1]1([C:13]([C:10]2[CH:11]=[CH:12][C:7]([CH3:6])=[CH:8][CH:9]=2)([OH:15])[CH3:14])[CH2:3][CH2:2]1. Procedure details: 27 ml (26.8 mmol) of 1N cyclopropylmagnesium bromide solution in THF were added to 3.00 g (22.4 mmol) of 1-(4-methylphenyl)ethanone in 60 ml of diethyl ether at RT, and the mixture was stirred at RT overnight. Then a further 11 ml (11.2 mmol) of 1N cyclopropylmagnesium bromide solution in THF were added, and the mixture was stirred at RT overnight. The reaction mixture was added to ice-water, the phases were separated, the aqueous phase was extracted with dichloromethane, and the combined organi... Starting materials: NC1=NC(=C(C(=N1)S(=O)C)C#N)C=1OC=C(C1)C (2-amino-4-methanesulfinyl-6-(4-methyl-furan-2-yl)-pyrimidine-5-carbonitrile), N1=C(C=CC=C1)CCS (2-(2-pyridyl)ethylmercaptan), C1CCC2=NCCCN2CC1 (DBU). The solvent is COCCOC (DME). The product is NC1=NC(=C(C(=N1)C=1OC=C(C1)C)C#N)SCCC1=NC=CC=C1 (2-Amino-4-(4-methyl-furan-2-yl)-6-(2-pyridin-2-yl-ethylsulfanyl)-pyrimidine-5-carbonitrile). Reaction SMILES: [NH2:1][C:2]1[N:7]=[C:6]([S:8]([CH3:10])=O)[C:5]([C:11]#[N:12])=[C:4]([C:13]2[O:14][CH:15]=[C:16]([CH3:18])[CH:17]=2)[N:3]=1.[N:19]1[CH:24]=[CH:23][CH:22]=[CH:21][C:20]=1[CH2:25]CS.C1CCN2C(=NCCC2)CC1>COCCOC>[NH2:1][C:2]1[N:3]=[C:4]([C:13]2[O:14][CH:15]=[C:16]([CH3:18])[CH:17]=2)[C:5]([C:11]#[N:12])=[C:6]([S:8][CH2:10][CH2:25][C:20]2[CH:21]=[CH:22][CH:23]=[CH:24][N:19]=2)[N:7]=1. Procedure details: From 2-amino-4-methanesulfinyl-6-(4-methyl-furan-2-yl)-pyrimidine-5-carbonitrile, 2-(2-pyridyl)ethylmercaptan and DBU in DME. ES-MS m/e (%): 338 (M+H+, 100). Reactants: COC(CNC([C@H](NC(=O)OC(C)(C)C)CCSC)=O)=O (t-butoxycarbonyl-D-methionylglycine methyl ester), [OH-].[K+] (potassium hydroxide). The solvent is CO (methanol). RXN SMILES: C[O:2][C:3](=[O:21])[CH2:4][NH:5][C:6](=[O:20])[C@@H:7]([CH2:16][CH2:17][S:18][CH3:19])[NH:8][C:9]([O:11][C:12]([CH3:15])([CH3:14])[CH3:13])=[O:10].[OH-].[K+]>CO>[C:12]([O:11][C:9]([NH:8][C@@H:7]([C:6]([NH:5][CH2:4][C:3]([OH:21])=[O:2])=[O:20])[CH2:16][CH2:17][S:18][CH3:19])=[O:10])([CH3:15])([CH3:13])[CH3:14] |f:1.2|. The product is C(C)(C)(C)OC(=O)N[C@H](CCSC)C(=O)NCC(=O)O (t-butoxycarbonyl-D-methionylglycine). Procedure details: The title compound of Example 8 (32.0 g, 0.1 mole) was dissolved in 200 ml of methanol to which was added 200 ml of 2M potassium hydroxide. After ca. 5 min. at room temperature the solution was concentrated to about half volume and diluted with ethyl acetate. The solution was neutralized by washing with two portions of 0.5M potassium bisulfate, and then dried over magnesium sulfate, filtered, and concentrated in vacuo. The crude product was recrystallized to give the title compound, which was us... Starting materials: COC=1C=CC=C2CCC(CC12)=O (8-methoxy-2-tetralone), N1CCCC1 (pyrrolidine). Run in C1(=CC=CC=C1)C (toluene). Yields the product N1(CCCC1)C=1CCC2=CC=CC(=C2C1)OC (3-pyrrolidino-5-methoxy-1,2-dihydronaphthalene). RXN SMILES: [CH3:1][O:2][C:3]1[CH:4]=[CH:5][CH:6]=[C:7]2[C:12]=1[CH2:11][C:10](=O)[CH2:9][CH2:8]2.[NH:14]1[CH2:18][CH2:17][CH2:16][CH2:15]1>C1(C)C=CC=CC=1>[N:14]1([C:10]2[CH2:9][CH2:8][C:7]3[C:12]([CH:11]=2)=[C:3]([O:2][CH3:1])[CH:4]=[CH:5][CH:6]=3)[CH2:18][CH2:17][CH2:16][CH2:15]1. Reported procedure: To 75 ml of toluene were added 3.52 g (20 mmol) of 8-methoxy-2-tetralone followed by 2.5 g of pyrrolidine. The mixture was heated to reflux for three hours after which the solvent was evaporated in vacuo to give 3-pyrrolidino-5-methoxy-1,2-dihydronaphthalene as a dark oil. The reactants are CCC(=O)OCCN=C=O, CCCCCCCCCCCC(=O)[O-], CCCCCCCCCCCC(=O)[O-], O=C([O-])[O-], CCCC[Sn+2]CCCC, CCCCCC, CC(C)=O, Oc1c(Cl)c(Cl)nc(Cl)c1Cl, [K+], [K+]. The product is CCC(=O)OCCNC(=O)O. As a reaction SMILES: [C:12]([CH2:13][CH3:14])(=[O:15])[O:16][CH2:17][CH2:18][N:19]=[C:20]=[O:21].[C:22]([O-:23])(=[O:24])[CH2:25][CH2:26][CH2:27][CH2:28][CH2:29][CH2:30][CH2:31][CH2:32][CH2:33][CH2:34][CH3:35].[C:36]([O-:37])(=[O:38])[CH2:39][CH2:40][CH2:41][CH2:42][CH2:43][CH2:44][CH2:45][CH2:46][CH2:47][CH2:48][CH3:49].[C:59](=[O:60])([O-:61])[O-:62].[CH2:50]([Sn+2:51][CH2:52][CH2:53][CH2:54][CH3:55])[CH2:56][CH2:57][CH3:58].[CH3:65][CH2:66][CH2:67][CH2:68][CH2:69][CH3:70].[CH3:71][C:72](=[O:73])[CH3:74].[Cl:1][c:2]1[c:3]([Cl:4])[c:5]([OH:9])[c:6]([Cl:7])[c:8]([Cl:10])[n:11]1.[K+:63].[K+:64]>>[O:9]=[C:20]([NH:19][CH2:18][CH2:17][O:16][C:12]([CH2:13][CH3:14])=[O:15])[OH:21]. Reactants: COc1ccc(CCNC(=O)C(=CN(C)C)c2ccc(Cl)cc2)cc1OC, Cl, C1CCOC1, O. Yields the product COc1ccc(CCNC(=O)C(=CO)c2ccc(Cl)cc2)cc1OC. RXN SMILES: [CH3:1][O:2][c:3]1[cH:4][c:5]([CH2:11][CH2:12][NH:13][C:14]([C:15](=[CH:16][N:17]([CH3:18])[CH3:19])[c:20]2[cH:21][cH:22][c:23]([Cl:26])[cH:24][cH:25]2)=[O:27])[cH:6][cH:7][c:8]1[O:9][CH3:10].[ClH:28].[O:29]1[CH2:30][CH2:31][CH2:32][CH2:33]1.[OH2:34]>>[CH3:1][O:2][c:3]1[cH:4][c:5]([CH2:11][CH2:12][NH:13][C:14]([C:15](=[CH:16][OH:29])[c:20]2[cH:21][cH:22][c:23]([Cl:26])[cH:24][cH:25]2)=[O:27])[cH:6][cH:7][c:8]1[O:9][CH3:10]. Starting materials: BrC1=CC(=CC=2N(C(=NC21)CF)CC2=C(C(=CC=C2)C(F)(F)F)C)N (4-bromo-2-(fluoromethyl)-1-(2-methyl-3-(trifluoromethyl)benzyl)-1H-benzo[d]imidazol-6-amine), [OH-].[Na+] (sodium hydroxide), BrCCOCCBr (1-bromo-2-(2-bromoethoxy)ethane). Reagents/catalysts: [I-].C(CCC)[N+](CCCC)(CCCC)CCCC (tetrabutylammonium iodide). Conditions: temperature 110 celsius. The product is BrC1=CC(=CC=2N(C(=NC21)CF)CC2=C(C(=CC=C2)C(F)(F)F)C)N2CCOCC2 (4-(4-bromo-2-(fluoromethyl)-1-(2-methyl-3-(trifluoromethyl)benzyl)-1H-benzo[d]imidazol-6-yl)morpholine). Yield: 33.9%. Reaction SMILES: [Br:1][C:2]1[C:10]2[N:9]=[C:8]([CH2:11][F:12])[N:7]([CH2:13][C:14]3[CH:19]=[CH:18][CH:17]=[C:16]([C:20]([F:23])([F:22])[F:21])[C:15]=3[CH3:24])[C:6]=2[CH:5]=[C:4]([NH2:25])[CH:3]=1.[OH-].[Na+].Br[CH2:29][CH2:30][O:31][CH2:32][CH2:33]Br>[I-].C([N+](CCCC)(CCCC)CCCC)CCC>[Br:1][C:2]1[C:10]2[N:9]=[C:8]([CH2:11][F:12])[N:7]([CH2:13][C:14]3[CH:19]=[CH:18][CH:17]=[C:16]([C:20]([F:23])([F:21])[F:22])[C:15]=3[CH3:24])[C:6]=2[CH:5]=[C:4]([N:25]2[CH2:33][CH2:32][O:31][CH2:30][CH2:29]2)[CH:3]=1 |f:1.2,4.5|. Reported procedure: Into a 100 ml round bottomed flask with 4-bromo-2-(fluoromethyl)-1-(2-methyl-3-(trifluoromethyl)benzyl)-1H-benzo[d]imidazol-6-amine (2.3 g, 5.53 mmol), tetrabutylammonium iodide (0.102 g, 0.276 mmol) was added 6N sodium hydroxide (13.82 ml, 83 mmol) and 1-bromo-2-(2-bromoethoxy)ethane (1.378 ml, 11.05 mmol). Reaction was heated to 110° C. for 2 h then cooled to room temperature and the mixture was extracted with EtOAc, washed with Brine and concentrated. The residue was purified on a silica gel ... The reactants are C(C)OC(=O)C=1SC(=C(C1C1=CC=C(C=C1)S(N=CN(C)C)(=O)=O)C)N1CCOCC1 (ethyl-3-(4-(N-((dimethylamino)methylene)sulfamoyl)phenyl)-4-methyl-5-morpholinothiophene-2-carboxylate), O (water), C(C)OC(=O)C=1SC(=C(C1C1=CC=C(C=C1)S(N=CN(C)C)(=O)=O)C)N1CCOCC1 (ethyl-3-(4-(N-((dimethylamino)methylene)sulfamoyl)phenyl)-4-methyl-5-morpholinothiophene-2-carboxylate), solution, [OH-].[Na+] (NaOH), Cl (HCl). Solvent: C(C)OC(C)=O (ethylacetate), C(C)O (ethanol). Reaction conditions: temperature 97.5 celsius, time 1 hour. Product: CC=1C(=C(SC1N1CCOCC1)C(=O)O)C1=CC=C(C=C1)S(N)(=O)=O (4-methyl-5-morpholino-3-(4-sulfamoylphenyl)thiophene-2-carboxylic acid). The yield is 66.6%. RXN SMILES: C([O:3][C:4]([C:6]1[S:7][C:8]([N:26]2[CH2:31][CH2:30][O:29][CH2:28][CH2:27]2)=[C:9]([CH3:25])[C:10]=1[C:11]1[CH:16]=[CH:15][C:14]([S:17](=[O:24])(=[O:23])[N:18]=CN(C)C)=[CH:13][CH:12]=1)=[O:5])C.[OH-].[Na+].O.Cl>C(O)C.C(OC(=O)C)C>[CH3:25][C:9]1[C:10]([C:11]2[CH:12]=[CH:13][C:14]([S:17](=[O:24])(=[O:23])[NH2:18])=[CH:15][CH:16]=2)=[C:6]([C:4]([OH:5])=[O:3])[S:7][C:8]=1[N:26]1[CH2:27][CH2:28][O:29][CH2:30][CH2:31]1 |f:1.2|. Reported procedure: Ethyl-3-(4-(N-((dimethylamino)methylene)sulfamoyl)phenyl)-4-methyl-5-morpholinothiophene-2-carboxylate (compound 24d, 0.36 g, 0.77 mmol) was suspended in ethanol (20 ml) and combined with 2N solution of NaOH (1.55 ml) at 25° C. The reaction mixture was heated at 95-100° C. under stirring for 1 hr. The progress of the reaction was monitored by TLC. The resulting reaction mixture was concentrated at a reduced pressure. The residue obtained was diluted with mixture of ethylacetate:water (30:15 ml)....